From a dataset of the Open Reaction Database (ORD), a public repository of structured organic reaction records. describe an organic reaction: reactants, conditions, products, and yield Starting materials: COC(=O)c1ccc(OC)c(Br)c1, O=C([O-])[O-], COCCOC, [Na+], [Na+], OB(O)c1ccccc1. Yields the product COC(=O)c1ccc(OC)c(-c2ccccc2)c1. Reaction SMILES: [Br:1][c:2]1[cH:3][c:4]([C:5](=[O:6])[O:7][CH3:8])[cH:9][cH:10][c:11]1[O:12][CH3:13].[C:14](=[O:15])([O-:16])[O-:17].[CH3:29][O:30][CH2:31][CH2:32][O:33][CH3:34].[Na+:18].[Na+:19].[c:20]1([B:26]([OH:27])[OH:28])[cH:21][cH:22][cH:23][cH:24][cH:25]1>>[c:2]1(-[c:20]2[cH:21][cH:22][cH:23][cH:24][cH:25]2)[cH:3][c:4]([C:5](=[O:6])[O:7][CH3:8])[cH:9][cH:10][c:11]1[O:12][CH3:13]. Starting materials: CC(=O)c1ccc(CC(=O)Nc2cccnc2Oc2cccnc2)cc1, [Li]C, C1CCOC1. Yields the product CC(C)(O)c1ccc(CC(=O)Nc2cccnc2Oc2cccnc2)cc1. Reaction SMILES: [C:1]([CH3:2])(=[O:3])[c:4]1[cH:5][cH:6][c:7]([CH2:10][C:11](=[O:12])[NH:13][c:14]2[c:15]([O:20][c:21]3[cH:22][n:23][cH:24][cH:25][cH:26]3)[n:16][cH:17][cH:18][cH:19]2)[cH:8][cH:9]1.[CH3:27][Li:28].[O:29]1[CH2:30][CH2:31][CH2:32][CH2:33]1>>[C:1]([CH3:2])([OH:3])([c:4]1[cH:5][cH:6][c:7]([CH2:10][C:11](=[O:12])[NH:13][c:14]2[c:15]([O:20][c:21]3[cH:22][n:23][cH:24][cH:25][cH:26]3)[n:16][cH:17][cH:18][cH:19]2)[cH:8][cH:9]1)[CH3:27]. The reactants are C(CC(O)(C(=O)O)CC(=O)O)(=O)O (citric acid), C(C1=CC=CC=C1)OC([C@H](CC=1SC=CN1)NC(=O)OC(C)(C)C)=O (2-(S)-tert-butoxycarbonylamino-3-thiazol-2-yl-propionic acid benzyl ester), O1CCCC1 (tetrahydrofuran), [OH-].[Li+] (lithium hydroxide). Run in O (water). Reaction conditions: time 6 hour. Yields the product C(C)(C)(C)OC(=O)N[C@H](C(=O)O)CC=1SC=CN1 ((S)-2-(tert-butoxycarbonylamino)-3-(thiazol-2-yl)propanoic acid). As a reaction SMILES: C([O:8][C:9](=[O:25])[C@@H:10]([NH:17][C:18]([O:20][C:21]([CH3:24])([CH3:23])[CH3:22])=[O:19])[CH2:11][C:12]1[S:13][CH:14]=[CH:15][N:16]=1)C1C=CC=CC=1.O1CCCC1.[OH-].[Li+].C(O)(=O)CC(CC(O)=O)(C(O)=O)O>O>[C:21]([O:20][C:18]([NH:17][C@@H:10]([CH2:11][C:12]1[S:13][CH:14]=[CH:15][N:16]=1)[C:9]([OH:25])=[O:8])=[O:19])([CH3:24])([CH3:22])[CH3:23] |f:2.3|. Procedure details: A 100 mL round bottom flask was charged with 2-(S)-tert-butoxycarbonylamino-3-thiazol-2-yl-propionic acid benzyl ester (370 mg, 1.02 mmol), tetrahydrofuran (9.0 mL), water (0.9 mL), and lithium hydroxide (48 mg, 1.14 mmol) and the resulting mixture was stirred at room temperature for 6 h. The resulting mixture was then neutralized with 10% citric acid and extracted with ethyl acetate (100 mL), and dichlormethane (100 mL). The organic layers were dried with MgSO4, filtered, and concentrated in va... RXN SMILES: [CH2:1]([C:3]([C:8]1[C:9]([CH3:14])=[N:10][CH:11]=[CH:12][CH:13]=1)([O:6][CH3:7])[CH2:4][CH3:5])[CH3:2].ClC1C=C(C=CC=1)C(OO)=[O:20]>C(Cl)Cl>[CH2:1]([C:3]([C:8]1[C:9]([CH3:14])=[N+:10]([O-:20])[CH:11]=[CH:12][CH:13]=1)([O:6][CH3:7])[CH2:4][CH3:5])[CH3:2]. Product: C(C)C(CC)(OC)C=1C(=[N+](C=CC1)[O-])C (3-(1-ethyl-1-methoxy-propyl)-2-methyl-pyridine 1-oxide). Solvent: C(Cl)Cl (CH2Cl2). Conditions: time 16 hour. The yield is 98.6%. The reactants are C(C)C(CC)(OC)C=1C(=NC=CC1)C (3-(1-ethyl-1-methoxy-propyl)-2-methyl-pyridine), ClC=1C=C(C(=O)OO)C=CC1 (3-chloroperoxybenzoic acid). Reported procedure: To a solution of 3-(1-ethyl-1-methoxy-propyl)-2-methyl-pyridine (0.176 g, 0.911 mmol) in CH2Cl2 (10 mL) was added 3-chloroperoxybenzoic acid (0.473 g, 2.75 mmol). The mixture was stirred for 16 h and concentrated by evaporation under vacuum. The residue was purified by flash chromatography on a silica gel column (6:1 EtOAc/MeOH), affording 3-(1-ethyl-1-methoxy-propyl)-2-methyl-pyridine 1-oxide as a white solid (0.188 g, 98%). 1H NMR (CDCl3) δ 0.74 (t, 6H, J=7.5 Hz), 1.94 (q, 4H, J=7.5 Hz), 2.80 ...